describe an organic reaction: reactants, conditions, products, and yield From a dataset of the Open Reaction Database (ORD), a public repository of structured organic reaction records. Reactants: O=C=O, O=C=O, CC(C)=O, CC(C)=O, CC(C)Cc1ccc(C(C)C(=O)O)cc1, N#N, O, O, O. Product: CC(C)Cc1ccc(C(C)C(=O)O)cc1. Reaction SMILES: [C:29](=[O:30])=[O:31].[C:6](=[O:7])=[O:8].[CH3:24][C:25](=[O:26])[CH3:27].[CH3:2][C:3]([CH3:4])=[O:5].[CH3:9][CH:10]([CH3:11])[CH2:12][c:13]1[cH:14][cH:15][c:16]([CH:19]([CH3:20])[C:21]([OH:22])=[O:23])[cH:17][cH:18]1.[N:32]#[N:33].[OH2:1].[OH2:28].[OH2:34]>>[CH3:9][CH:10]([CH3:11])[CH2:12][c:13]1[cH:14][cH:15][c:16]([CH:19]([CH3:20])[C:21](=[O:22])[OH:23])[cH:17][cH:18]1.